From a dataset of the Open Reaction Database (ORD), a public repository of structured organic reaction records. describe an organic reaction: reactants, conditions, products, and yield The reactants are Cl (Hydrogen chloride), C(C)(C)(C)OC(=O)N1CCC(CCC1)C=1C=NC(=CC1)NC=1N=CC2=C(N1)N(C(C(=C2C)Br)=O)C2CCCC2 (4-[6-(6-bromo-8-cyclopentyl-5-methyl-7-oxo-7,8-dihydro-pyrido[2,3-d]pyrimidin-2-ylamino)-pyridin-3-yl]-azepane-1-carboxylic acid tert-butyl ester), Cl.BrC1=C(C2=C(N=C(N=C2)NC2=NC=C(C=C2)N2CCNCCC2)N(C1=O)C1CCCC1)C (6-Bromo-8-cyclopentyl-2-(5-[1,4]diazepan-1-yl-pyridin-2-ylamino)-5-methyl-8H-pyrido[2,3-d]pyrimidin-7-one hydrochloride salt), powder. Run in C(Cl)(Cl)Cl (chloroform). Yields the product BrC1=C(C2=C(N=C(N=C2)NC2=NC=C(C=C2)N2CCNCCC2)N(C1=O)C1CCCC1)C (6-Bromo-8-cyclopentyl-2-(5-[1,4]diazepan-1-yl-pyridin-2-ylamino)-5-methyl-8H-pyrido[2,3-d]pyrimidin-7-one). Reaction SMILES: Cl.C(OC(N1CCCC(C2C=NC(NC3N=CC4C(C)=C(Br)C(=O)N(C5CCCC5)C=4N=3)=CC=2)CC1)=O)(C)(C)C.Cl.[Br:42][C:43]1[C:66](=[O:67])[N:65]([CH:68]2[CH2:72][CH2:71][CH2:70][CH2:69]2)[C:46]2[N:47]=[C:48]([NH:51][C:52]3[CH:57]=[CH:56][C:55]([N:58]4[CH2:64][CH2:63][CH2:62][NH:61][CH2:60][CH2:59]4)=[CH:54][N:53]=3)[N:49]=[CH:50][C:45]=2[C:44]=1[CH3:73]>C(Cl)(Cl)Cl>[Br:42][C:43]1[C:66](=[O:67])[N:65]([CH:68]2[CH2:69][CH2:70][CH2:71][CH2:72]2)[C:46]2[N:47]=[C:48]([NH:51][C:52]3[CH:57]=[CH:56][C:55]([N:58]4[CH2:64][CH2:63][CH2:62][NH:61][CH2:60][CH2:59]4)=[CH:54][N:53]=3)[N:49]=[CH:50][C:45]=2[C:44]=1[CH3:73] |f:2.3|. Procedure: Hydrogen chloride gas was bubbled through a solution of 4-[6-(6-bromo-8-cyclopentyl-5-methyl-7-oxo-7,8-dihydro-pyrido[2,3-d]pyrimidin-2-ylamino)-pyridin-3-yl]-azepane-1-carboxylic acid tert-butyl ester (80 mg, 0. 13 mmol) in chloroform (5 mL) for 30 min. The solvents were evaporated and the residue was titurated with ethanol (5 mL). 6-Bromo-8-cyclopentyl-2-(5-[1,4]diazepan-1-yl-pyridin-2-ylamino)-5-methyl-8H-pyrido[2,3-d]pyrimidin-7-one hydrochloride salt was collected as a yellow powder (44 mg,... RXN SMILES: [Cl:10][CH2:11][CH2:12][C:13](=[O:14])[Cl:15].[NH2:1][c:2]1[cH:3][cH:4][c:5]([Cl:6])[c:7]([Cl:8])[cH:9]1.[cH:16]1[cH:17][cH:18][cH:19][cH:20][cH:21]1>>[NH:1]([c:2]1[cH:3][cH:4][c:5]([Cl:6])[c:7]([Cl:8])[cH:9]1)[C:13]([CH2:12][CH2:11][Cl:10])=[O:14]. Yields the product O=C(CCCl)Nc1ccc(Cl)c(Cl)c1. The reactants are O=C(Cl)CCCl, Nc1ccc(Cl)c(Cl)c1, c1ccccc1. Reactants: BrC1=CC=C(C=C1)CCC(=O)N(C)C (3-(4-bromophenyl)-N,N-dimethylpropanamide), FC(C1=NNC=2CCCCC12)(F)F (3-(trifluoromethyl)-4,5,6,7-tetrahydro-1H-indazole). The product is CN(C(CCC1=CC=C(C=C1)N1N=C(C=2CCCCC12)C(F)(F)F)=O)C (N,N-dimethyl-3-{4-[3-(trifluoromethyl)-4,5,6,7-tetrahydro-1H-indazol-1-yl]phenyl}propanamide). RXN SMILES: Br[C:2]1[CH:7]=[CH:6][C:5]([CH2:8][CH2:9][C:10]([N:12]([CH3:14])[CH3:13])=[O:11])=[CH:4][CH:3]=1.[F:15][C:16]([F:27])([F:26])[C:17]1[C:25]2[CH2:24][CH2:23][CH2:22][CH2:21][C:20]=2[NH:19][N:18]=1>>[CH3:13][N:12]([CH3:14])[C:10](=[O:11])[CH2:9][CH2:8][C:5]1[CH:6]=[CH:7][C:2]([N:19]2[C:20]3[CH2:21][CH2:22][CH2:23][CH2:24][C:25]=3[C:17]([C:16]([F:15])([F:27])[F:26])=[N:18]2)=[CH:3][CH:4]=1. Reported procedure: The title compound was prepared from 3-(4-bromophenyl)-N,N-dimethylpropanamide and 3-(trifluoromethyl)-4,5,6,7-tetrahydro-1H-indazole using a similar procedure to that described for Example 1. Reactants: C(C1=CC=CC=C1)N1CCC2=NC=3C=CC=CC3C(=C2CC1)OC (3-benzyl-11-methoxy-1,2,4,5-tetrahydro-3H-azepino[4,5-b]quinoline), ClC(=O)OCC (ethyl chloroformate). The solvent is C(Cl)(Cl)Cl (chloroform). Conditions: time 24 hour. Yields the product C(C)OC(=O)N1CCC2=NC=3C=CC=CC3C(=C2CC1)OC (11-Methoxy-1,2,4,5-tetrahydro-3-azepino[4,5-b]quinoline-carboxylic acid ethyl ester). Reaction SMILES: C([N:8]1[CH2:22][CH2:21][C:20]2[C:11](=[N:12][C:13]3[CH:14]=[CH:15][CH:16]=[CH:17][C:18]=3[C:19]=2[O:23][CH3:24])[CH2:10][CH2:9]1)C1C=CC=CC=1.Cl[C:26]([O:28][CH2:29][CH3:30])=[O:27]>C(Cl)(Cl)Cl>[CH2:29]([O:28][C:26]([N:8]1[CH2:22][CH2:21][C:20]2[C:11](=[N:12][C:13]3[CH:14]=[CH:15][CH:16]=[CH:17][C:18]=3[C:19]=2[O:23][CH3:24])[CH2:10][CH2:9]1)=[O:27])[CH3:30]. Procedure: A mixture of 3.7 gm (11.6 millimols) of 3-benzyl-11-methoxy-1,2,4,5-tetrahydro-3H-azepino[4,5-b]quinoline, 1.1 ml (11.6millimols) of ethyl chloroformate and 35 ml of chloroform was stirred at 5° for 24 hours. After evaporation, the residue was chromatographed on silicagel with toluene/acetone (8:1) as the eluant.